From a dataset of the Open Reaction Database (ORD), a public repository of structured organic reaction records. describe an organic reaction: reactants, conditions, products, and yield Starting materials: CCO, [Ca+2], [Cl-], [Cl-], Nc1cc(F)c(F)cc1[N+](=O)[O-], Nc1ccc(F)cc1N, O. The product is Nc1cc(F)c(F)cc1N. RXN SMILES: [CH3:4][CH2:5][OH:6].[Ca+2:2].[Cl-:1].[Cl-:3].[F:16][c:17]1[cH:18][c:19]([N+:25]([O-:26])=[O:27])[c:20]([NH2:21])[cH:22][c:23]1[F:24].[F:7][c:8]1[cH:9][cH:10][c:11]([NH2:12])[c:13]([NH2:14])[cH:15]1.[OH2:28]>>[F:16][c:17]1[cH:18][c:19]([NH2:25])[c:20]([NH2:21])[cH:22][c:23]1[F:24].